Dataset: the Open Reaction Database (ORD), a public repository of structured organic reaction records. Task: describe an organic reaction: reactants, conditions, products, and yield The reactants are NC=1N=NC=CC1C(=O)O (3-Aminopyridazine-4-carboxylic acid), C(C1=CC=CC=C1)=O (benzaldehyde), [Na] (sodium). Solvent: CN(C)C=O (DMF). Conditions: time 16 hour. Yields the product C(C1=CC=CC=C1)NC=1N=NC=CC1C(=O)O (3-(benzylamino)pyridazine-4-carboxylic acid). Isolated yield 1.9%. Reaction SMILES: [NH2:1][C:2]1[N:3]=[N:4][CH:5]=[CH:6][C:7]=1[C:8]([OH:10])=[O:9].[CH:11](=O)[C:12]1[CH:17]=[CH:16][CH:15]=[CH:14][CH:13]=1.[Na]>CN(C=O)C>[CH2:11]([NH:1][C:2]1[N:3]=[N:4][CH:5]=[CH:6][C:7]=1[C:8]([OH:10])=[O:9])[C:12]1[CH:17]=[CH:16][CH:15]=[CH:14][CH:13]=1 |^1:18|. Reported procedure: 3-Aminopyridazine-4-carboxylic acid (200 mg, 1.43 mmol) and benzaldehyde (0.18 mL, 1.73 mmol) were stirred in DMF (3 mL) at 90° C. for four days. The reaction mixture was allowed to cool to rt and sodium triacetoborohydride (605 mg, 2.86 mmol) was added. The reaction was stirred for 16 h. The reaction was quenched with water and extracted with EtOAc. The extracts were dried (Na2SO4) and concentrated. The residue was purified by column chromatography (0-20% MeOH/DCM). The relevant fractions were ... Starting materials: [OH-].[Na+] (sodium hydroxide), [OH-].[Na+] (sodium hydroxide), CS(=O)(=O)N1CCC(=CC2=C1C=CC(=C2)C2=CC=C(C=C2)N2CCOCC2)C(=O)OC (methyl 1-methanesulfonyl-7-(4-morpholinophenyl)-2,3-dihydro-1H-1-benzazepine-4-carboxylate). The solvent is CO (methanol), C1CCOC1 (THF). Run at time 8 hour. Yields the product CS(=O)(=O)N1CCC(=CC2=C1C=CC(=C2)C2=CC=C(C=C2)N2CCOCC2)C(=O)O (1-methanesulfonyl-7-(4-morpholinophenyl)-2,3-dihydro-1H-1-benzazepine-4-carboxylic acid). Yield: 92.9%. As a reaction SMILES: [CH3:1][S:2]([N:5]1[C:11]2[CH:12]=[CH:13][C:14]([C:16]3[CH:21]=[CH:20][C:19]([N:22]4[CH2:27][CH2:26][O:25][CH2:24][CH2:23]4)=[CH:18][CH:17]=3)=[CH:15][C:10]=2[CH:9]=[C:8]([C:28]([O:30]C)=[O:29])[CH2:7][CH2:6]1)(=[O:4])=[O:3].[OH-].[Na+]>CO.C1COCC1>[CH3:1][S:2]([N:5]1[C:11]2[CH:12]=[CH:13][C:14]([C:16]3[CH:17]=[CH:18][C:19]([N:22]4[CH2:27][CH2:26][O:25][CH2:24][CH2:23]4)=[CH:20][CH:21]=3)=[CH:15][C:10]=2[CH:9]=[C:8]([C:28]([OH:30])=[O:29])[CH2:7][CH2:6]1)(=[O:4])=[O:3] |f:1.2|. Procedure: In methanol (100 ml) and THF (100 ml) was dissolved methyl 1-methanesulfonyl-7-(4-morpholinophenyl)-2,3-dihydro-1H-1-benzazepine-4-carboxylate (0.4 g). To the solution was added 1N sodium hydroxide solution (10 ml), and the mixture was stirred at room temperature overnight. To the mixture was added 1N sodium hydroxide solution (5 ml), and the mixture was stirred at 60° C. for 1.5 hours and concentrated. To the residue was added water, and the mixture was neutralized with 1N hydrochloric acid and... Reactants: NC(C1=CC=C(COCC(=O)OC(C)(C)C)C=C1)=NO (tert-butyl ({4-[amino(hydroxyimino)methyl]benzyl}oxy)acetate), C(#N)C=1C=C(CO)C=CC1 (3-cyanobenzyl alcohol). Product: C(#N)C=1C=C(COCC(=O)OC(C)(C)C)C=CC1 (tert-butyl [(3-cyanobenzyl)oxy]acetate), oil. Yield: 78.0%. As a reaction SMILES: NC(=NO)[C:3]1[CH:18]=[CH:17][C:6]([CH2:7][O:8][CH2:9][C:10]([O:12][C:13]([CH3:16])([CH3:15])[CH3:14])=[O:11])=[CH:5][CH:4]=1.[C:21](C1C=C(C=CC=1)CO)#[N:22]>>[C:21]([C:18]1[CH:17]=[C:6]([CH:5]=[CH:4][CH:3]=1)[CH2:7][O:8][CH2:9][C:10]([O:12][C:13]([CH3:14])([CH3:15])[CH3:16])=[O:11])#[N:22]. Procedure: The title compound was prepared following the procedure described for Intermediate 15 Step 1, but starting from 3-cyanobenzyl alcohol. It was obtained as a colorless oil (4.4 g, 78%). HPLC (Method A) Rt 4.55 min (Purity: 98.3%). Reactants: NC[C@@H]1N(CCN(C1)S(=O)(=O)C=1SC=CC1)C1=CC=C(C=C1)C(C(F)(F)F)(C)O (2-(4-((2S)-2-(aminomethyl)-4-(2-thiophenylsulfonyl)-1-piperazinyl)phenyl)-1,1,1-trifluoro-2-propanol), O1CC(C1)=O (3-oxetanone), C(C)(=O)O (acetic acid), C(C)(=O)O[BH-](OC(C)=O)OC(C)=O.[Na+] (sodium triacetoxyborohydride). Solvent: C(Cl)Cl (CH2Cl2). Run at time 30 minute. Product: FC(C(C)(O)C1=CC=C(C=C1)N1[C@H](CN(CC1)S(=O)(=O)C=1SC=CC1)CNC1COC1)(F)F (1,1,1-trifluoro-2-(4-((2S)-2-((3-oxetanylamino)methyl)-4-(2-thiophenylsulfonyl)-1-piperazinyl)phenyl)-2-propanol). The yield is 69.7%. RXN SMILES: [NH2:1][CH2:2][C@H:3]1[CH2:8][N:7]([S:9]([C:12]2[S:13][CH:14]=[CH:15][CH:16]=2)(=[O:11])=[O:10])[CH2:6][CH2:5][N:4]1[C:17]1[CH:22]=[CH:21][C:20]([C:23]([OH:29])([CH3:28])[C:24]([F:27])([F:26])[F:25])=[CH:19][CH:18]=1.[O:30]1[CH2:33][C:32](=O)[CH2:31]1.C(O)(=O)C.C(O[BH-](OC(=O)C)OC(=O)C)(=O)C.[Na+]>C(Cl)Cl>[F:25][C:24]([F:26])([F:27])[C:23]([C:20]1[CH:19]=[CH:18][C:17]([N:4]2[CH2:5][CH2:6][N:7]([S:9]([C:12]3[S:13][CH:14]=[CH:15][CH:16]=3)(=[O:10])=[O:11])[CH2:8][C@@H:3]2[CH2:2][NH:1][CH:32]2[CH2:33][O:30][CH2:31]2)=[CH:22][CH:21]=1)([OH:29])[CH3:28] |f:3.4|. Reported procedure: To a solution of 2-(4-((2S)-2-(aminomethyl)-4-(2-thiophenylsulfonyl)-1-piperazinyl)phenyl)-1,1,1-trifluoro-2-propanol (0.300 g, 0.667 mmol, Example 192, Step 1) in CH2Cl2 (5.0 mL) was added 3-oxetanone (0.050 mL, 0.67 mmol, Aldrich, St. Louis, Mo.), 4 molecular sieves (75 mg), and acetic acid (0.01 mL, 0.1 mmol). After stirred for 30 min, sodium triacetoxyborohydride (0.425 g, 2.01 mmol) was added and the reaction mixture was continued to stir at room temperature for 1 h. The reaction mixture wa... Starting materials: NCCNCCN (Diethylene triamine), CIH-HEAP-OH, C(=O)(N1C=NC=C1)N1C=NC=C1 (1,1'-carbonyl diimidazole), [OH-].[K+] (potassium hydroxide), C1(=CC=CC=C1)C (toluene). The product is CC(C)CC(CC(C)C)O (2,6-Dimethyl-4-heptanol), 98i. Procedure: A solution of CIH-HEAP-OH (5 g, 9.9 mmol), 1,1'-carbonyl diimidazole (2.42 g, 15 mmol) and potassium hydroxide (0.40 g, 7.14 mmol) in toluene (40 ml) was heated at 60° C. for 6 hours and cooled. The reaction mixture was filtered. Diethylene triamine (0.51 g, 4.95 mmol) was added to the filtrate and the reaction mixture heated at 60° C. for 6 hours and cooled. The reaction mixture was filtered, the filtrate was washed with water, dried (MgSO4), filtered and concentrated in vacuo to give CIH-HEAP-... Run at temperature 60 celsius. RXN SMILES: C(N1[CH:12]=[CH:11]N=C1)(N1C=CN=C1)=O.[OH-:13].[K+].N[CH2:16]CNCCN.[C:22]1([CH3:28])[CH:27]=C[CH:25]=[CH:24][CH:23]=1>>[CH3:27][CH:22]([CH2:23][CH:24]([OH:13])[CH2:25][CH:11]([CH3:12])[CH3:16])[CH3:28] |f:1.2|. Starting materials: COC(C1=CC=C(C=C1)C1=NC=NC(=C1C#CC=1C=NC(=CC1)N)CC)=O (4-[5-(6-amino-pyridin-3-ylethynyl)-6-ethyl-pyrimidin-4-yl]-benzoic acid methyl ester), [Li+].[OH-] (LiOH). The solvent is C1CCOC1 (THF), O (water). Conditions: temperature 50 celsius. The product is NC1=CC=C(C=N1)C#CC=1C(=NC=NC1CC)C1=CC=C(C(=O)O)C=C1 (4-[5-(6-Amino-pyridin-3-ylethynyl)-6-ethyl-pyrimidin-4-yl]-benzoic acid). Reaction SMILES: C[O:2][C:3](=[O:27])[C:4]1[CH:9]=[CH:8][C:7]([C:10]2[C:15]([C:16]#[C:17][C:18]3[CH:19]=[N:20][C:21]([NH2:24])=[CH:22][CH:23]=3)=[C:14]([CH2:25][CH3:26])[N:13]=[CH:12][N:11]=2)=[CH:6][CH:5]=1.[Li+].[OH-]>O.C1COCC1>[NH2:24][C:21]1[N:20]=[CH:19][C:18]([C:17]#[C:16][C:15]2[C:10]([C:7]3[CH:6]=[CH:5][C:4]([C:3]([OH:27])=[O:2])=[CH:9][CH:8]=3)=[N:11][CH:12]=[N:13][C:14]=2[CH2:25][CH3:26])=[CH:23][CH:22]=1 |f:1.2|. Procedure details: The title compound is synthesized according to general procedure GP8 starting from 2.25 g (6.28 mmol) 4-[5-(6-amino-pyridin-3-ylethynyl)-6-ethyl-pyrimidin-4-yl]-benzoic acid methyl ester using 1.32 g (31.4 mmoL) LiOH in 5 mL water and 50 mL THF. The reaction mixture is stirred over night at 50° C. The solvent is removed under reduced pressure and the residue is taken up in water. Aqueous 1 M HCl is added until pH 5 is reached. The precipitated product is filtered off and taken up in water. After...